Task: describe an organic reaction: reactants, conditions, products, and yield. Dataset: the Open Reaction Database (ORD), a public repository of structured organic reaction records Reactants: CO[C@]1(O[C@@H]2CCC\C=C/CCCCC(O[C@@H](C1)C2)=O)[C@H]2N(C(SC2)=O)CC2=CC=C(C=C2)OC ((R)-4-((1R,13R,15R,Z)-15-methoxy-3-oxo-2,14-dioxa-bicyclo[11.3.1]heptadec-8-en-15-yl)-3-(4-methoxybenzyl)thiazolidin-2-one), CO[C@]1(O[C@@H]2CCC\C=C/CC\C(=C/C(O[C@@H](C1)C2)=O)\C)[C@H]2N(C(SC2)=O)CC2=CC=C(C=C2)OC ((R)-4-((1R,4Z,8Z,13R,15R)-15-methoxy-5-methyl-3-oxo-2,14-dioxa-bicyclo[11.3.1]heptadeca-4,8-dien-15-yl)-3-(4-methoxybenzyl)thiazolidin-2-one). Yields the product O[C@]1(O[C@@H]2CCC\C=C/CCCCC(O[C@@H](C1)C2)=O)[C@H]2NC(SC2)=O ((R)-4-((1R,13R,15R,Z)-15-Hydroxy-3-oxo-2,14-dioxa-bicyclo[11.3.1]heptadec-8-en-15-yl)thiazolidin-2-one). As a reaction SMILES: C[O:2][C@:3]1([C@@H:21]2[CH2:25][S:24][C:23](=[O:26])[N:22]2CC2C=CC(OC)=CC=2)[CH2:18][C@H:17]2[CH2:19][C@@H:5]([CH2:6][CH2:7][CH2:8][CH:9]=[CH:10][CH2:11][CH2:12][CH2:13][CH2:14][C:15](=[O:20])[O:16]2)[O:4]1.CO[C@]1([C@@H]2CSC(=O)N2CC2C=CC(OC)=CC=2)C[C@H]2C[C@@H](CCCC=CCCC(C)=CC(=O)O2)O1>>[OH:2][C@:3]1([C@@H:21]2[CH2:25][S:24][C:23](=[O:26])[NH:22]2)[CH2:18][C@H:17]2[CH2:19][C@@H:5]([CH2:6][CH2:7][CH2:8][CH:9]=[CH:10][CH2:11][CH2:12][CH2:13][CH2:14][C:15](=[O:20])[O:16]2)[O:4]1. Procedure details: Application of the method shown in Example 46, with the modification that (R)-4-((1R,13R,15R,Z)-15-methoxy-3-oxo-2,14-dioxa-bicyclo[11.3.1]heptadec-8-en-15-yl)-3-(4-methoxybenzyl)thiazolidin-2-one was substituted for (R)-4-((1R,4Z,8Z,13R,15R)-15-methoxy-5-methyl-3-oxo-2,14-dioxa-bicyclo[11.3.1]heptadeca-4,8-dien-15-yl)-3-(4-methoxybenzyl)thiazolidin-2-one, afforded the title compound. The reactants are B.[Na] (sodium boron hydride), ClC1=C(C=C2C=CC(=NC2=C1)C=O)F (7-chloro-6-fluoro-2-formylquinoline). The solvent is CO (methanol). Conditions: time 1 hour. The product is ClC1=C(C=C2C=CC(=NC2=C1)CO)F (7-Chloro-6-fluoro-2-hydroxymethylquinoline). Isolated yield 69.4%. As a reaction SMILES: B.[Na].[Cl:3][C:4]1[CH:13]=[C:12]2[C:7]([CH:8]=[CH:9][C:10]([CH:14]=[O:15])=[N:11]2)=[CH:6][C:5]=1[F:16]>CO>[Cl:3][C:4]1[CH:13]=[C:12]2[C:7]([CH:8]=[CH:9][C:10]([CH2:14][OH:15])=[N:11]2)=[CH:6][C:5]=1[F:16] |f:0.1,^1:1|. Reported procedure: 3 g of sodium boron hydride was added to 11.19 g of 7-chloro-6-fluoro-2-formylquinoline obtained in Reference example 2 suspended in 250 ml of methanol and the mixture was stirred at room temperature for 1 hour. After the solvent was removed, the residue was extracted with ice water-methylene chloride and the organic layer was washed with water and dried over anhydrous sodium sulfate. After the solvent was removed, the residue was applied to silica gel column chromatography to obtain 7.84 g of t...